Dataset: the Open Reaction Database (ORD), a public repository of structured organic reaction records. Task: describe an organic reaction: reactants, conditions, products, and yield The reactants are C(C1=CC=CC=C1)(C1=CC=CC=C1)O.BrC1=CC=C(C=C1)NC(NC1=C(OC2=C(C(=O)[O-])C=CC=C2)C=CC(=C1)C(F)(F)F)=O (Benzhydrol 2-[2-[3-(4-bromophenyl)ureido]-4-(trifluoromethyl)-phenoxy]benzoate). The reagents and catalysts are [Pd] (palladium on carbon). Run in C(C)(=O)OCC (ethyl acetate). Product: BrC1=CC=C(C=C1)NC(NC1=C(OC2=C(C(=O)O)C=CC=C2)C=CC(=C1)C(F)(F)F)=O (2-[2-[3-(4-Bromophenyl)ureido]-4-(trifluoromethyl)phenoxy]benzoic acid). As a reaction SMILES: C(O)(C1C=CC=CC=1)C1C=CC=CC=1.[Br:15][C:16]1[CH:21]=[CH:20][C:19]([NH:22][C:23](=[O:45])[NH:24][C:25]2[CH:40]=[C:39]([C:41]([F:44])([F:43])[F:42])[CH:38]=[CH:37][C:26]=2[O:27][C:28]2[CH:36]=[CH:35][CH:34]=[CH:33][C:29]=2[C:30]([O-:32])=[O:31])=[CH:18][CH:17]=1>C(OCC)(=O)C.[Pd]>[Br:15][C:16]1[CH:17]=[CH:18][C:19]([NH:22][C:23](=[O:45])[NH:24][C:25]2[CH:40]=[C:39]([C:41]([F:43])([F:44])[F:42])[CH:38]=[CH:37][C:26]=2[O:27][C:28]2[CH:36]=[CH:35][CH:34]=[CH:33][C:29]=2[C:30]([OH:32])=[O:31])=[CH:20][CH:21]=1 |f:0.1|. Procedure: Benzhydrol 2-[2-[3-(4-bromophenyl)ureido]-4-(trifluoromethyl)-phenoxy]benzoate (3.7 g, 5 mmol) was dissolved in ethyl acetate (125 mL) and was hydrogenated for 0.75 hour at 50 psi over 10% palladium on carbon (0.5 g). The catalyst was filtered off and the solvent evaporated to give the crude product which was purified by flash chromatography (silica gel, ethyl acetate/hexane/formic acid). Recrystallization from ethyl acetate/hexane gave the title compound as a white crystalline solid; mp 229°-23... Starting materials: C(C)(C)(C)C1=CC2=C(NC(=N2)CC2CC(C2)C(=O)N(C)OC)C=C1 (3-[(5-tert-butyl-1H-1,3-benzodiazol-2-yl)methyl]-N-methoxy-N-methylcyclobutane-1-carboxamide), C([O-])([O-])=O.[K+].[K+] (potassium carbonate), C[Si](CCOCCl)(C)C (2-(Trimethylsilyl)ethoxymethyl chloride). Solvent: CN(C=O)C (N,N-dimethylformamide). Reaction conditions: time 1 hour. Product: C(C)(C)(C)C1=CC2=C(N(C(=N2)CC2CC(C2)C(=O)N(C)OC)COCC[Si](C)(C)C)C=C1 (3-[(5-tert-butyl-1-{[2-(trimethylsilyl)ethoxy]methyl}-1H-1,3-benzodiazol-2-yl)methyl]-N-methoxy-N-methylcyclobutane-1-carboxamide). Isolated yield 53.6%. RXN SMILES: [C:1]([C:5]1[CH:24]=[CH:23][C:8]2[NH:9][C:10]([CH2:12][CH:13]3[CH2:16][CH:15]([C:17]([N:19]([O:21][CH3:22])[CH3:20])=[O:18])[CH2:14]3)=[N:11][C:7]=2[CH:6]=1)([CH3:4])([CH3:3])[CH3:2].C(=O)([O-])[O-].[K+].[K+].[CH3:31][Si:32]([CH3:39])([CH3:38])[CH2:33][CH2:34][O:35][CH2:36]Cl>CN(C)C=O>[C:1]([C:5]1[CH:24]=[CH:23][C:8]2[N:9]([CH2:36][O:35][CH2:34][CH2:33][Si:32]([CH3:39])([CH3:38])[CH3:31])[C:10]([CH2:12][CH:13]3[CH2:16][CH:15]([C:17]([N:19]([O:21][CH3:22])[CH3:20])=[O:18])[CH2:14]3)=[N:11][C:7]=2[CH:6]=1)([CH3:4])([CH3:2])[CH3:3] |f:1.2.3|. Procedure details: To a solution of 3-[(5-tert-butyl-1H-1,3-benzodiazol-2-yl)methyl]-N-methoxy-N-methylcyclobutane-1-carboxamide (80%, 2.02 g, 4.91 mmol) in N,N-dimethylformamide (40 ml) under N2 was added potassium carbonate (1.36 g, 9.81 mmol) and the reaction was stirred for 1 h. 2-(Trimethylsilyl)ethoxymethyl chloride (1.31 ml, 7.36 mmol) was added slowly, and stirring maintained for 20 h. The reaction mixture was filtered and concentrated under reduced pressure. The residue was taken up in EtOAc (50 ml) and w... Starting materials: Clc1ncc(Br)c(Cl)n1, CCO, CCN(C(C)C)C(C)C, CC(C)C(N)CNC(=O)OC(C)(C)C. Yields the product CC(C)C(CNC(=O)OC(C)(C)C)Nc1nc(Cl)ncc1Br. RXN SMILES: [Br:1][c:2]1[c:3]([Cl:9])[n:4][c:5]([Cl:8])[n:6][cH:7]1.[CH3:33][CH2:34][OH:35].[CH:10]([N:11]([CH:12]([CH3:13])[CH3:14])[CH2:15][CH3:16])([CH3:17])[CH3:18].[NH2:19][CH:20]([CH2:21][NH:22][C:23]([O:24][C:25]([CH3:26])([CH3:27])[CH3:28])=[O:29])[CH:30]([CH3:31])[CH3:32]>>[Br:1][c:2]1[c:3]([NH:19][CH:20]([CH2:21][NH:22][C:23]([O:24][C:25]([CH3:26])([CH3:27])[CH3:28])=[O:29])[CH:30]([CH3:31])[CH3:32])[n:4][c:5]([Cl:8])[n:6][cH:7]1. Reactants: O=C([O-])[O-], O=C(O)C=CC(=O)c1ccccc1, CN(C)C=O, CC(C)Br, [I-], [K+], [K+], [Na+], O. Yields the product CC(C)OC(=O)C=CC(=O)c1ccccc1. Reaction SMILES: [C:18](=[O:19])([O-:20])[O-:21].[C:1]([c:2]1[cH:3][cH:4][cH:5][cH:6][cH:7]1)(=[O:8])[CH:9]=[CH:10][C:11](=[O:12])[OH:13].[CH3:26][N:27]([CH3:28])[CH:29]=[O:30].[CH:14]([CH3:15])([CH3:16])[Br:17].[I-:25].[K+:22].[K+:23].[Na+:24].[OH2:31]>>[C:1]([c:2]1[cH:3][cH:4][cH:5][cH:6][cH:7]1)(=[O:8])[CH:9]=[CH:10][C:11](=[O:12])[O:13][CH:14]([CH3:15])[CH3:16]. Reaction SMILES: [F:1][C:2]1[CH:7]=[CH:6][C:5]([N:8]([CH3:22])[CH:9]2[CH2:14][CH2:13][N:12](C(OC(C)(C)C)=O)[CH2:11][CH2:10]2)=[CH:4][CH:3]=1.Cl.O1CCOCC1>>[F:1][C:2]1[CH:7]=[CH:6][C:5]([N:8]([CH3:22])[CH:9]2[CH2:14][CH2:13][NH:12][CH2:11][CH2:10]2)=[CH:4][CH:3]=1 |f:1.2|. Starting materials: FC1=CC=C(C=C1)N(C1CCN(CC1)C(=O)OC(C)(C)C)C (tert-butyl 4-[(4-fluorophenyl)(methyl)amino]piperidine-1-carboxylate), Cl.O1CCOCC1 (hydrogen chloride 1,4-dioxane), resultant mixture. Procedure: To an N,N-dimethylformamide solution (5 ml) of tert-butyl 4-[(4-fluorophenyl)amino]piperidine-1-carboxylate (250 mg, 0.850 mmol) synthesized in Reference Synthesis Example 23, sodium hydride (37 mg, 0.93 mmol, purity 60%) and methyl iodide (58 μL, 0.93 mmol) were added at room temperature and the resultant solution was stirred at room temperature for 15 hours. After completion of the reaction, saturated ammonium chloride aqueous solution was added, and extraction with ethyl acetate was performed... The product is FC1=CC=C(C=C1)N(C1CCNCC1)C (N-(4-Fluorophenyl)-N-methylpiperidin-4-amine). Yield: 70.9%. The reactants are CCOC(C)=O, C=C1CC(=O)CCC2=C(C)CCC12, [H][H]. The product is CC1=C2CCC(=O)CC(C)C2CC1. As a reaction SMILES: [CH3:16][CH2:17][O:18][C:19](=[O:20])[CH3:21].[CH3:1][C:2]1=[C:11]2[CH:5]([CH2:4][CH2:3]1)[C:6](=[CH2:13])[CH2:7][C:8](=[O:12])[CH2:9][CH2:10]2.[H:14][H:15]>>[CH3:1][C:2]1=[C:11]2[CH:5]([CH2:4][CH2:3]1)[CH:6]([CH3:13])[CH2:7][C:8](=[O:12])[CH2:9][CH2:10]2.